Dataset: the Open Reaction Database (ORD), a public repository of structured organic reaction records. Task: describe an organic reaction: reactants, conditions, products, and yield The reactants are C1(=CC=CC=C1)S(=O)C (methyl phenyl sulfoxide), COCCN(CCOC)S(F)(F)F (bis(methoxyethyl)aminosulfur trifluoride). Solvent: C(Cl)Cl (CH2Cl2). Reaction conditions: time 16 hour. The product is C1(=CC=CC=C1)SCF (fluoromethyl phenyl sulfide). Yield: 70.0%. Reaction SMILES: [C:1]1([S:7]([CH3:9])=O)[CH:6]=[CH:5][CH:4]=[CH:3][CH:2]=1.COCCN(S(F)(F)[F:20])CCOC>C(Cl)Cl>[C:1]1([S:7][CH2:9][F:20])[CH:6]=[CH:5][CH:4]=[CH:3][CH:2]=1. Reported procedure: A solution of methyl phenyl sulfoxide (140 mg, 1 mmol) in CH2Cl2 (5.0 mL) was added to bis(methoxyethyl)aminosulfur trifluoride (332 mg, 1.5 mmol ) under N2 and stirred for 16 h at room temperature. After work-up as above fluoromethyl phenyl sulfide (70% yield as determined by NMR) was obtained. 1H NMR (CDCl3) d 7.5-7.0 (m, 5H), 3.3 (d, 2H). 19F The reactants are ClC=1C=C2N=C(C(=NC2=CC1Cl)OC)OC (6,7-Dichloro-2,3-dimethoxyquinoxaline), [N+](=O)(O)[O-] (nitric acid), ice water. Conditions: temperature 10 celsius, time 2 hour. Yields the product ClC=1C(=C2N=C(C(=NC2=CC1Cl)OC)OC)[N+](=O)[O-] (6,7-dichloro-2,3-dimethoxy-5-nitroquinoxaline). The yield is 92.0%. As a reaction SMILES: [Cl:1][C:2]1[CH:3]=[C:4]2[C:9](=[CH:10][C:11]=1[Cl:12])[N:8]=[C:7]([O:13][CH3:14])[C:6]([O:15][CH3:16])=[N:5]2.[N+:17]([O-])([OH:19])=[O:18]>>[Cl:12][C:11]1[C:10]([N+:17]([O-:19])=[O:18])=[C:9]2[C:4](=[CH:3][C:2]=1[Cl:1])[N:5]=[C:6]([O:15][CH3:16])[C:7]([O:13][CH3:14])=[N:8]2. Procedure: 6,7-Dichloro-2,3-dimethoxyquinoxaline (25 g, 0.096 mol) was added, portionwise, to fuming nitric acid (0.113 L) which had been pre-cooled to −5° C. The solution was allowed to warm to 10° C. and stirring continued for 2 hours. The solution was then poured into an ice/water mixture (0.5 L). The slurry was filtered and the solid was washed with water and isopropanol (0.05 L) to give 6,7-dichloro-2,3-dimethoxy-5-nitroquinoxaline(27 g, 92%) as a beige solid. m.p. 184-186° C. The reactants are N1=C(C=CC=C1)N1CCNCC1 (4-(pyridin-2-yl)-piperazine), C12CCCC(CC1)N2C(C(CCBr)C2=CC=CC=C2)=O (1-(8-aza-bicyclo[3.2.1]oct-8-yl)-4-bromo-2-phenyl-butan-1-one), C(C)(C)N(CC)C(C)C (diisopropylethylamine), [I-].[K+] (potassium iodide), C1(=C(C(=C(C(=C1F)F)F)N)F)N.Cl.Cl (dihydrochloride). Solvent: CN(C=O)C (dimethylformamide). Product: C12CCCC(CC1)N2C(C(CCN2CCN(CC2)C2=NC=CC=C2)C2=CC=CC=C2)=O (1-(8-Aza-bicyclo[3.2.1]oct-8-yl)-2-phenyl-4-[4-(pyridin-2-yl)-piperazin-1-yl]-butan-1-one), product. RXN SMILES: [N:1]1[CH:6]=[CH:5][CH:4]=[CH:3][C:2]=1[N:7]1[CH2:12][CH2:11][NH:10][CH2:9][CH2:8]1.[CH:13]12[N:20]([C:21](=[O:32])[CH:22]([C:26]3[CH:31]=[CH:30][CH:29]=[CH:28][CH:27]=3)[CH2:23][CH2:24]Br)[CH:17]([CH2:18][CH2:19]1)[CH2:16][CH2:15][CH2:14]2.C(N(C(C)C)CC)(C)C.[I-].[K+].C1(N)C(F)=C(F)C(F)=C(N)C=1F.Cl.Cl>CN(C)C=O>[CH:17]12[N:20]([C:21](=[O:32])[CH:22]([C:26]3[CH:31]=[CH:30][CH:29]=[CH:28][CH:27]=3)[CH2:23][CH2:24][N:10]3[CH2:9][CH2:8][N:7]([C:2]4[CH:3]=[CH:4][CH:5]=[CH:6][N:1]=4)[CH2:12][CH2:11]3)[CH:13]([CH2:19][CH2:18]1)[CH2:14][CH2:15][CH2:16]2 |f:3.4,5.6.7|. Reported procedure: The title compound was prepared from 4-(pyridin-2-yl)-piperazine (1.0 g, 6.0 mmole), 1-(8-aza-bicyclo[3.2.1]oct-8-yl)-4-bromo-2-phenyl-butan-1-one (1.6 g, 4.76 mmole), diisopropylethylamine (0.9 g, 7.0 mmole) and potassium iodide (0.8 g, 5.0 mmole) in dimethylformamide (30 mL) in the manner described in example 2 to yield 1.1 g of product as the dihydrochloride, m.p. 196°-236° C. Starting materials: N=1C=2C=CC=CC2C=CC1C, O=C(O)C1CCCC1. Reagents/catalysts: O=S(=O)(O)OOS(=O)(=O)O.N. The solvent is O, O=S(C)C. Conditions: temperature 40 celsius, time 16 hour. Product: N=1C=2C=CC=CC2C(=CC1C)C3CCCC3. The yield is 71.0%. Reactants: 2.2, CNC (dimethylamine), ClC(=O)C1=CC=C(C(=O)OC)C=C1 (methyl 4-chlorocarbonylbenzoate). The solvent is C1CCOC1 (THF), C1CCOC1 (THF). Conditions: time 2 hour. Product: CN(C(=O)C1=CC=C(C(=O)OC)C=C1)C (methyl 4-(N,N-dimethylaminocarbonyl)benzoate). RXN SMILES: [CH3:1][NH:2][CH3:3].Cl[C:5]([C:7]1[CH:16]=[CH:15][C:10]([C:11]([O:13][CH3:14])=[O:12])=[CH:9][CH:8]=1)=[O:6]>C1COCC1>[CH3:1][N:2]([CH3:3])[C:5]([C:7]1[CH:16]=[CH:15][C:10]([C:11]([O:13][CH3:14])=[O:12])=[CH:9][CH:8]=1)=[O:6]. Procedure: 2.2 30 ml of a 40% dimethylamine solution in 200 ml of THF are initially introduced. 20 g of methyl 4-chlorocarbonylbenzoate are dissolved in 300 ml of THF and added dropwise, and the mixture is stirred at room temperature for a further 2 hours. The solvent is removed, and the mixture is subjected to conventional work-up, giving 19.2 g of methyl 4-(N,N-dimethylaminocarbonyl)benzoate (“BB”), m.p. 107°. Starting materials: C1=CC=CC=2C(C3=C(C=CC21)C=CC=C3)C=3C(NC(NC3)=O)=O (5-(5H-Dibenzo[a,d]cyclohepten-5-yl)-2,4(1H,3H)-pyrimidinedione), C([O-])([O-])=O.[Cs+].[Cs+] (cesium carbonate), COC(C1=CC(=CC=C1)CBr)=O (3-bromomethylbenzoic acid methyl ester). Run in CS(=O)C (DMSO), CS(=O)C (DMSO). Reaction conditions: time 20 minute. Product: C1=CC=CC=2C(C3=C(C=CC21)C=CC=C3)C=3C(NC(N(C3)CC=3C=C(C(=O)OC)C=CC3)=O)=O (3-[[5-{5H-Dibenzo[a,d]cyclohepten-5-yl}-3,4-dihydro-2,4-dioxo-1(2H)-pyrimidinyl]methyl]benzoic acid, methyl ester). As a reaction SMILES: [CH:1]1[C:11]2[CH:10]=[CH:9][C:8]3[CH:12]=[CH:13][CH:14]=[CH:15][C:7]=3[CH:6]([C:16]3[C:17](=[O:23])[NH:18][C:19](=[O:22])[NH:20][CH:21]=3)[C:5]=2[CH:4]=[CH:3][CH:2]=1.C(=O)([O-])[O-].[Cs+].[Cs+].[CH3:30][O:31][C:32](=[O:41])[C:33]1[CH:38]=[CH:37][CH:36]=[C:35]([CH2:39]Br)[CH:34]=1>CS(C)=O>[CH:1]1[C:11]2[CH:10]=[CH:9][C:8]3[CH:12]=[CH:13][CH:14]=[CH:15][C:7]=3[CH:6]([C:16]3[C:17](=[O:23])[NH:18][C:19](=[O:22])[N:20]([CH2:39][C:35]4[CH:34]=[C:33]([CH:38]=[CH:37][CH:36]=4)[C:32]([O:31][CH3:30])=[O:41])[CH:21]=3)[C:5]=2[CH:4]=[CH:3][CH:2]=1 |f:1.2.3|. Procedure details: To a solution of the product from step (ii) (0.7 g) in DMSO (5 ml) was added cesium carbonate (0.75 g). After 5 minutes a solution of 3-bromomethylbenzoic acid methyl ester (0.53 g) in DMSO (5 ml) was added. The mixture was stirred at room temperature for 20 minutes and partitioned between ethyl acetate and water. The organic phase was washed with water and brine, dried (MgSO4) and evaporated. Purified by chromatography eluting with 30% ethyl acetate in isohexane. Yield 0.34 g.